This data is from the Open Reaction Database (ORD), a public repository of structured organic reaction records. The task is: describe an organic reaction: reactants, conditions, products, and yield Starting materials: Cl, CC(NC(=O)Cc1cc(F)cc(F)c1)C(=O)O, COC(=O)C(N)c1ccc(OC)cc1. Yields the product COC(=O)C(NC(=O)C(C)NC(=O)Cc1cc(F)cc(F)c1)c1ccc(OC)cc1. As a reaction SMILES: [ClH:18].[F:1][c:2]1[cH:3][c:4]([CH2:9][C:10](=[O:11])[NH:12][CH:13]([CH3:14])[C:15](=[O:16])[OH:17])[cH:5][c:6]([F:8])[cH:7]1.[NH2:19][CH:20]([C:21](=[O:22])[O:23][CH3:24])[c:25]1[cH:26][cH:27][c:28]([O:31][CH3:32])[cH:29][cH:30]1>>[F:1][c:2]1[cH:3][c:4]([CH2:9][C:10](=[O:11])[NH:12][CH:13]([CH3:14])[C:15](=[O:17])[NH:19][CH:20]([C:21](=[O:22])[O:23][CH3:24])[c:25]2[cH:26][cH:27][c:28]([O:31][CH3:32])[cH:29][cH:30]2)[cH:5][c:6]([F:8])[cH:7]1. Reactants: FC(OC=1C=C(C=CC1OC(F)F)C(O)C=1C=NC(=CC1)Br)F ([3,4-Bis(difluoromethoxy)phenyl]-(6-bromo-3-pyridyl)methanol), O=S(Cl)Cl (SOCl2), C(=O)(O)[O-].[Na+] (NaHCO3). Solvent: C(Cl)Cl (CH2Cl2). Run at time 45 minute. The product is FC(OC=1C=C(C=CC1OC(F)F)C(Cl)C=1C=NC(=CC1)Br)F ([3,4-Bis(difluoromethoxy)phenyl]-(6-bromo-3-pyridyl)chloromethane). RXN SMILES: [F:1][CH:2]([F:23])[O:3][C:4]1[CH:5]=[C:6]([CH:14]([C:16]2[CH:17]=[N:18][C:19]([Br:22])=[CH:20][CH:21]=2)O)[CH:7]=[CH:8][C:9]=1[O:10][CH:11]([F:13])[F:12].O=S(Cl)[Cl:26].C([O-])(O)=O.[Na+]>C(Cl)Cl>[F:1][CH:2]([F:23])[O:3][C:4]1[CH:5]=[C:6]([CH:14]([C:16]2[CH:17]=[N:18][C:19]([Br:22])=[CH:20][CH:21]=2)[Cl:26])[CH:7]=[CH:8][C:9]=1[O:10][CH:11]([F:13])[F:12] |f:2.3|. Procedure: To a solution [3,4-Bis(difluoromethoxy)phenyl]-(6-bromo-3-pyridyl)methanol (15.8 g, 40.0 mmol) in 400 mL of CH2Cl2, was added 3.8 mL (52.0 mmol) of SOCl2. The solution was stirred 45 minutes at room temperature and poured into a saturated aqueous solution of NaHCO3. The aqueous layer was extracted with CH2Cl2 and the combined organic layers were dry over MgSO4 and concentrated under reduced pressure. The crude chloride was used directly for the next step without any purification. The reactants are CN(C1=CC(=CC=C1)CC)C (N,N-dimethyl-m-ethylaniline), Cl (hydrochloric acid), Cl (hydrochloric acid), solution, N(=O)[O-].[Na+] (sodium nitrite), NC1=CC=CC=C1 (aniline), Cl (hydrochloric acid). Reagents/catalysts: [Fe] (Iron). Run in O (water), C(C)O (ethanol), C(C)OCC (diethyl ether). Run at temperature 5 celsius, time 3 hour. Yields the product Cl.Cl.CN(C1=CC(=C(C=C1)N)CC)C (N,N-Dimethyl-m-ethyl-p-phenylenediamine dihydrochloride). The yield is 72.0%. As a reaction SMILES: [CH3:1][N:2]([CH3:11])[C:3]1[CH:8]=[CH:7][CH:6]=[C:5]([CH2:9][CH3:10])[CH:4]=1.[ClH:12].[N:13]([O-])=O.[Na+].NC1C=CC=CC=1>C(O)C.[Fe].C(OCC)C.O>[ClH:12].[ClH:12].[CH3:1][N:2]([CH3:11])[C:3]1[CH:8]=[CH:7][C:6]([NH2:13])=[C:5]([CH2:9][CH3:10])[CH:4]=1 |f:2.3,9.10.11|. Reported procedure: To a 250 cm3 round bottom flask was added N,N-dimethyl-m-ethylaniline (4.68 g, 31.3 mmol), water (100 cm3) and hydrochloric acid (8.5 cm3, 37%) and the solution was cooled to 5° C. An aqueous (80 cm3) solution of sodium nitrite (2.46 g, 3.57 mmol) was then added dropwise to the aniline mixture and stirred for 3 hours at room temperature. Iron (Fe) fillings (5.24 g, 94 mmol) and hydrochloric acid (8.5 cm3, 37%) were added and the mixture was stirred at room temperature for 3 hours. The suspension... The reactants are COC1=NC(=NC(=C1)OC)NC1=C(C=C(C=C1)C)[N+](=O)[O-] (N-(4,6-dimethoxypyrimidin-2-yl)-4-methyl-2-nitroaniline), C(C)(=O)OCC (ethyl acetate), [H][H] (hydrogen). Reagents/catalysts: [C].[Pd] (palladium carbon). Product: COC1=NC(=NC(=C1)OC)NC=1C(=CC=C(C1)C)N (N′-(4,6-dimethoxypyrimidin-2-yl)-4-methylbenzene-1,2-diamine). As a reaction SMILES: [CH3:1][O:2][C:3]1[CH:8]=[C:7]([O:9][CH3:10])[N:6]=[C:5]([NH:11][C:12]2[CH:17]=[CH:16][C:15](C)=[CH:14][C:13]=2[N+:19]([O-])=O)[N:4]=1.[H][H].[C:24](OCC)(=O)C>[C].[Pd]>[CH3:10][O:9][C:7]1[CH:8]=[C:3]([O:2][CH3:1])[N:4]=[C:5]([NH:11][C:12]2[C:13]([NH2:19])=[CH:14][CH:15]=[C:16]([CH3:24])[CH:17]=2)[N:6]=1 |f:3.4|. Procedure: N-(4,6-dimethoxypyrimidin-2-yl)-4-methyl-2-nitroaniline (37.50 g) was dissolved in ethyl acetate (600 ml), and 10% palladium carbon (3.75 g) was added thereto. Stirring was carried out at room temperature under normal pressure in an atmosphere of hydrogen for 4 hours, followed by filtration. The solvent of the filtrate was distilled off to obtain 32.70 g of the desired product as a white powder (m.p. 128-129° C.) Procedure details: Methyl 2-(4-formyl-2-oxo-3-phthalimido-1-azetidinyl)-2-phenylacetate (390 mg.) and O-benzyl hydroxylamine (170 mg.) were dissolved in dried benzene (10 ml), and the solution was stirred at ambient temperature for 4 hours and then heated at 50° to 60° C. for an hour. The reaction mixture was washed with 1% hydrochloric acid (10 ml.), water and an aqueous sodium chloride and then dried over magnesium sulfate. The solution was evaporated to dryness under reduced pressure to give a residue (560 mg.)... Reaction conditions: time 4 hour. Reactants: C(=O)C1C(C(N1C(C(=O)OC)C1=CC=CC=C1)=O)N1C(C=2C(C1=O)=CC=CC2)=O (Methyl 2-(4-formyl-2-oxo-3-phthalimido-1-azetidinyl)-2-phenylacetate), C(C1=CC=CC=C1)ON (O-benzyl hydroxylamine), C1=CC=CC=C1 (benzene). As a reaction SMILES: C([CH:3]1[N:6]([CH:7]([C:12]2[CH:17]=[CH:16][CH:15]=[CH:14][CH:13]=2)[C:8]([O:10][CH3:11])=[O:9])[C:5](=[O:18])[CH:4]1[N:19]1[C:23](=[O:24])[C:22]2=[CH:25][CH:26]=[CH:27][CH:28]=[C:21]2[C:20]1=[O:29])=O.[CH2:30]([O:37][NH2:38])[C:31]1[CH:36]=[CH:35][CH:34]=[CH:33][CH:32]=1.[CH:39]1C=CC=CC=1>>[CH2:30]([O:37][N:38]=[C:3]1[N:6]([CH:7]([C:12]2[CH:13]=[CH:14][CH:15]=[CH:16][CH:17]=2)[C:8]([O:10][CH3:11])=[O:9])[C:5](=[O:18])[C:4]1([CH3:39])[N:19]1[C:23](=[O:24])[C:22]2=[CH:25][CH:26]=[CH:27][CH:28]=[C:21]2[C:20]1=[O:29])[C:31]1[CH:36]=[CH:35][CH:34]=[CH:33][CH:32]=1. Product: C(C1=CC=CC=C1)ON=C1C(C(N1C(C(=O)OC)C1=CC=CC=C1)=O)(N1C(C=2C(C1=O)=CC=CC2)=O)C (methyl 2-(4-benzyloxyimino-methyl-2-oxo-3-phthalimido-1-azetidinyl)-2-phenylacetate). The reactants are Cc1ccccc1, COS(=O)(=O)OC, O=Cc1ccc([O-])cc1, [Na+], O. Product: COc1ccc(C=O)cc1. RXN SMILES: [CH3:11][c:12]1[cH:13][cH:14][cH:15][cH:16][cH:17]1.[CH3:18][O:19][S:20]([O:21][CH3:22])(=[O:23])=[O:24].[CH:1](=[O:2])[c:3]1[cH:4][cH:5][c:6]([O-:9])[cH:7][cH:8]1.[Na+:10].[OH2:25]>>[CH:1](=[O:2])[c:3]1[cH:4][cH:5][c:6]([O:9][CH3:11])[cH:7][cH:8]1. Starting materials: Cc1[nH]c(=O)c(C#N)c2c1CC(c1ccncc1)CC2, O, O=S(=O)(O)O. Yields the product Cc1[nH]c(=O)cc2c1CC(c1ccncc1)CC2. Reaction SMILES: [C:1](#[N:2])[c:3]1[c:4](=[O:20])[nH:5][c:6]([CH3:19])[c:7]2[c:12]1[CH2:11][CH2:10][CH:9]([c:13]1[cH:14][cH:15][n:16][cH:17][cH:18]1)[CH2:8]2.[OH2:21].[S:22](=[O:23])(=[O:24])([OH:25])[OH:26]>>[cH:3]1[c:4](=[O:20])[nH:5][c:6]([CH3:19])[c:7]2[c:12]1[CH2:11][CH2:10][CH:9]([c:13]1[cH:14][cH:15][n:16][cH:17][cH:18]1)[CH2:8]2.